From a dataset of the Open Reaction Database (ORD), a public repository of structured organic reaction records. describe an organic reaction: reactants, conditions, products, and yield The reactants are N1CCC(CC1)/C=C/C1=CC=C2C(=NNC2=C1)C1CCN(CC1)CC(=O)O ({4-[6-(2-piperidin-4-yl-(E)-vinyl)-1H-indazol-3-yl]-piperidin-1-yl}-acetic acid), Cl (hydrochloric acid). The solvent is O (water). Reaction conditions: time 1.5 hour. Product: O.Cl.N1CCC(CC1)/C=C/C1=CC=C2C(=NNC2=C1)C1CCN(CC1)CC(=O)O ({4-[6-(2-Piperidin-4-yl-(E)-vinyl)-1H-indazol-3-yl]-piperidin-1-yl}-acetic acid, hydrochloride hydrate). RXN SMILES: [NH:1]1[CH2:6][CH2:5][CH:4](/[CH:7]=[CH:8]/[C:9]2[CH:17]=[C:16]3[C:12]([C:13]([CH:18]4[CH2:23][CH2:22][N:21]([CH2:24][C:25]([OH:27])=[O:26])[CH2:20][CH2:19]4)=[N:14][NH:15]3)=[CH:11][CH:10]=2)[CH2:3][CH2:2]1.[ClH:28]>O>[OH2:26].[ClH:28].[NH:1]1[CH2:6][CH2:5][CH:4](/[CH:7]=[CH:8]/[C:9]2[CH:17]=[C:16]3[C:12]([C:13]([CH:18]4[CH2:23][CH2:22][N:21]([CH2:24][C:25]([OH:27])=[O:26])[CH2:20][CH2:19]4)=[N:14][NH:15]3)=[CH:11][CH:10]=2)[CH2:3][CH2:2]1 |f:3.4.5|. Reported procedure: A suspension of {4-[6-(2-piperidin-4-yl-(E)-vinyl)-1H-indazol-3-yl]-piperidin-1-yl}-acetic acid (20.5 g) in water (41 ml) was carefully adjusted to pH 5.7 with 2M hydrochloric acid (27 ml). The resulting solution was filtered through 1 micron graded glass fibre filter paper and the filter washed through with water (2×20.5 ml). Isopropanol (219 ml) was added dropwise to the stirred filtrate over 0.25 h at 22°, and the solution was seeded with product crystals (10 mg). The mixture was allowed to c... Reactants: ice water, [OH-].[Na+] (sodium hydroxide), P(Br)(Br)Br (phosphorus tribromide), COC=1C=C(C=CC1OC)CCN1C(CCCCC1)CCO (N-[2-(3,4-dimethoxy-phenyl)-ethyl]-2-(2-hydroxyethyl)-hexahydro-azepine), O (water). Solvent: C(Cl)(Cl)(Cl)Cl (carbon tetrachloride). Conditions: time 15 hour. Product: BrCCC1N(CCCCC1)CCC1=CC(=C(C=C1)OC)OC (2-(2-Bromoethyl)-1-[2-(3,4-dimethoxy-phenyl)-ethyl]hexahydro-azepine). RXN SMILES: P(Br)(Br)[Br:2].[CH3:5][O:6][C:7]1[CH:8]=[C:9]([CH2:15][CH2:16][N:17]2[CH2:23][CH2:22][CH2:21][CH2:20][CH2:19][CH:18]2[CH2:24][CH2:25]O)[CH:10]=[CH:11][C:12]=1[O:13][CH3:14].O.[OH-].[Na+]>C(Cl)(Cl)(Cl)Cl>[Br:2][CH2:25][CH2:24][CH:18]1[CH2:19][CH2:20][CH2:21][CH2:22][CH2:23][N:17]1[CH2:16][CH2:15][C:9]1[CH:10]=[CH:11][C:12]([O:13][CH3:14])=[C:7]([O:6][CH3:5])[CH:8]=1 |f:3.4|. Reported procedure: 4 ml of phosphorus tribromide are added dropwize to 2.9 g (9.4 mmol) of N-[2-(3,4-dimethoxy-phenyl)-ethyl]-2-(2-hydroxyethyl)-hexahydro-azepine in 100 ml of carbon tetrachloride, whilst cooling with ice, and the mixture is stirred for 15 hours at ambient temperature. Then water is added, whilst cooling with ice water is continued, and the mixture is made slightly alkaline with 2 molar sodium hydroxide solution. The aqueous/alkaline solution is separated off and extracted twice with methylene chl... The reactants are CC=1C(C(=C(C1C)C)C)C1=C(C#N)C=CC=C1 (2-(2,3,4,5-tetramethylcyclopentadienyl)benzonitrile), CC1=C(C(=CC(=C1)C)C)[Li] (2,4,6-trimethylphenyllithium), C1(=CC=CC=C1)C (toluene), O (water). The solvent is O1CCCC1 (tetrahydrofuran), O1CCCC1 (tetrahydrofuran). Conditions: time 5 hour. The product is CC=1C(C(=C(C1C)C)C)C1=C(C=CC=C1)C(=N)C1=C(C=C(C=C1C)C)C (2-(2,3,4,5-tetramethylcyclopentadienyl)-α-(2,4,6-trimethylphenyl)-benzenemethanimine). Yield: 108.1%. Reaction SMILES: [CH3:1][C:2]1[CH:3]([C:10]2[CH:17]=[CH:16][CH:15]=[CH:14][C:11]=2[C:12]#[N:13])[C:4]([CH3:9])=[C:5]([CH3:8])[C:6]=1[CH3:7].[CH3:18][C:19]1[CH:24]=[C:23]([CH3:25])[CH:22]=[C:21]([CH3:26])[C:20]=1[Li].C1(C)C=CC=CC=1.O>O1CCCC1>[CH3:1][C:2]1[CH:3]([C:10]2[CH:17]=[CH:16][CH:15]=[CH:14][C:11]=2[C:12]([C:20]2[C:21]([CH3:26])=[CH:22][C:23]([CH3:25])=[CH:24][C:19]=2[CH3:18])=[NH:13])[C:4]([CH3:9])=[C:5]([CH3:8])[C:6]=1[CH3:7]. Procedure: To a solution of 2-(2,3,4,5-tetramethylcyclopentadienyl)benzonitrile (6.3 mmol) in tetrahydrofuran (25.5 mL) was added dropwise a solution of 2,4,6-trimethylphenyllithium (12.5 mmol) in tetrahydrofuran (55.6 mL) at −78° C. under a nitrogen atmosphere. The temperature of the mixture was raised to room temperature and the mixture was stirred for 5 hrs. To the reaction mixture solution were added toluene and water to separate an organic layer and an aqueous layer. The organic layer was dried and th... The reactants are Cc1ccccc1, CC1(C)CC(O)CC(C)(C)N1OC1CCCCC1, [Li], [NH2-], COC(=O)CCS. Yields the product CC1(C)CC(OC(=O)CCS)CC(C)(C)N1OC1CCCCC1. Reaction SMILES: [CH3:28][c:29]1[cH:30][cH:31][cH:32][cH:33][cH:34]1.[CH:1]1([O:7][N:8]2[C:9]([CH3:17])([CH3:18])[CH2:10][CH:11]([OH:16])[CH2:12][C:13]2([CH3:14])[CH3:15])[CH2:2][CH2:3][CH2:4][CH2:5][CH2:6]1.[Li:19].[NH2-:20].[SH:21][CH2:22][CH2:23][C:24](=[O:25])[O:26][CH3:27]>>[CH:1]1([O:7][N:8]2[C:9]([CH3:17])([CH3:18])[CH2:10][CH:11]([O:16][C:24]([CH2:23][CH2:22][SH:21])=[O:25])[CH2:12][C:13]2([CH3:14])[CH3:15])[CH2:2][CH2:3][CH2:4][CH2:5][CH2:6]1. The reactants are C(C)OC(=O)C1=C(N(C(=C1Br)Br)CC1=CC=CC=C1)CBr (1-benzyl-4,5-dibromo-2-bromomethyl-1H-pyrrole-3-carboxylic acid ethyl ester), C(C)OC(CNC(=O)OC(C)(C)C)=O (tert-butoxycarbonylamino-acetic acid ethyl ester). Product: C(C)OC(=O)C1=C(N(C(=C1Br)Br)CC1=CC=CC=C1)CN(CC(=O)OCC)C(=O)OC(C)(C)C (1-Benzyl-4,5-dibromo-2-[(tert-butoxycarbonyl-ethoxycarbonylmethyl-amino)-methyl]-1H-pyrrole-3-carboxylic acid ethyl ester). RXN SMILES: [CH2:1]([O:3][C:4]([C:6]1[C:10]([Br:11])=[C:9]([Br:12])[N:8]([CH2:13][C:14]2[CH:19]=[CH:18][CH:17]=[CH:16][CH:15]=2)[C:7]=1[CH2:20]Br)=[O:5])[CH3:2].[CH2:22]([O:24][C:25](=[O:35])[CH2:26][NH:27][C:28]([O:30][C:31]([CH3:34])([CH3:33])[CH3:32])=[O:29])[CH3:23]>>[CH2:1]([O:3][C:4]([C:6]1[C:10]([Br:11])=[C:9]([Br:12])[N:8]([CH2:13][C:14]2[CH:19]=[CH:18][CH:17]=[CH:16][CH:15]=2)[C:7]=1[CH2:20][N:27]([C:28]([O:30][C:31]([CH3:32])([CH3:34])[CH3:33])=[O:29])[CH2:26][C:25]([O:24][CH2:22][CH3:23])=[O:35])=[O:5])[CH3:2]. Procedure details: Prepared in analogy to that of Example 1(c) from 1-benzyl-4,5-dibromo-2-bromomethyl-1H-pyrrole-3-carboxylic acid ethyl ester and tert-butoxycarbonylamino-acetic acid ethyl ester. The title compound, ESI MS (m/z): 623 (M+Na+). Reactants: CCN1CCN(c2ccc(C(=O)OC)cc2)CC1, C[Al](C)C, Cc1ccccc1, CO, COc1cc(COc2cc(N)[nH]n2)cc(OC)c1, Cl. RXN SMILES: [CH2:24]([CH3:25])[N:26]1[CH2:27][CH2:28][N:29]([c:32]2[cH:33][cH:34][c:35]([C:36](=[O:37])[O:38][CH3:39])[cH:40][cH:41]2)[CH2:30][CH2:31]1.[CH3:1][Al:2]([CH3:3])[CH3:4].[CH3:42][c:43]1[cH:44][cH:45][cH:46][cH:47][cH:48]1.[CH3:49][OH:50].[CH3:5][O:6][c:7]1[cH:8][c:9]([CH2:15][O:16][c:17]2[cH:18][c:19]([NH2:22])[nH:20][n:21]2)[cH:10][c:11]([O:13][CH3:14])[cH:12]1.[ClH:23]>>[CH3:5][O:6][c:7]1[cH:8][c:9]([CH2:15][O:16][c:17]2[cH:18][c:19]([NH:22][C:36]([c:35]3[cH:34][cH:33][c:32]([N:29]4[CH2:28][CH2:27][N:26]([CH2:24][CH3:25])[CH2:31][CH2:30]4)[cH:41][cH:40]3)=[O:37])[nH:20][n:21]2)[cH:10][c:11]([O:13][CH3:14])[cH:12]1. Product: CCN1CCN(c2ccc(C(=O)Nc3cc(OCc4cc(OC)cc(OC)c4)n[nH]3)cc2)CC1. Reactants: Intermediate 17, C(C)(C)(C)OC(=O)N1CCC(CC1)N(C1CC1)C(=O)C=1C=NC(=NC1)Cl (4-[(2-chloro-pyrimidine-5-carbonyl)-cyclopropyl-amino]-piperidine-1-carboxylic acid tert-butyl ester), C(C)C=1NC=CN1 (2-ethyl-1H-imidazole), Intermediate 16. The product is C1(CC1)N(C(=O)C=1C=NC(=NC1)N1C(=NC=C1)CC)C1CCNCC1 (2-(2-Ethyl-imidazol-1-yl)-pyrimidine-5-carboxylic acid cyclopropyl-piperidin-4-yl-amide). Reaction SMILES: C(OC([N:8]1[CH2:13][CH2:12][CH:11]([N:14]([C:18]([C:20]2[CH:21]=[N:22][C:23](Cl)=[N:24][CH:25]=2)=[O:19])[CH:15]2[CH2:17][CH2:16]2)[CH2:10][CH2:9]1)=O)(C)(C)C.[CH2:27]([C:29]1[NH:30][CH:31]=[CH:32][N:33]=1)[CH3:28]>>[CH:15]1([N:14]([CH:11]2[CH2:12][CH2:13][NH:8][CH2:9][CH2:10]2)[C:18]([C:20]2[CH:25]=[N:24][C:23]([N:30]3[CH:31]=[CH:32][N:33]=[C:29]3[CH2:27][CH3:28])=[N:22][CH:21]=2)=[O:19])[CH2:17][CH2:16]1. Procedure details: The title compound is prepared from 4-[(2-chloro-pyrimidine-5-carbonyl)-cyclopropyl-amino]-piperidine-1-carboxylic acid tert-butyl ester and 2-ethyl-1H-imidazole following procedures analogous to those described in Intermediate 16 and Intermediate 17. LC (method 10): tR=0.56 min; Mass spectrum (ESI+): m/z=341 [M+H]+. Reactants: C([C@H](O)[C@@H](O)C(=O)O)(=O)O (L-tartaric acid), FC1=CC=C(C=C1)C1(C(=C(NO1)CN1CCC(CC1)N1C(NC2=C1C=CC(=C2)Cl)=O)O)O (1-[5-(4-fluorophenyl)-4,5-dihydroxyisoxazol-3-ylmethyl]-4-(5-chloro-2-oxo-1-benzimidazolinyl)piperidine). Solvent: O (water), C(C)O (ethanol). The product is O.C(=O)(O)C(O)C(O)C(=O)O (tartrate monohydrate). Reaction SMILES: [C:1]([OH:10])(=[O:9])[C@@H:2]([C@H:4]([C:6]([OH:8])=[O:7])[OH:5])[OH:3].FC1C=CC(C2(O)ONC(CN3CCC(N4C5C=CC(Cl)=CC=5NC4=O)CC3)=C2O)=CC=1>C(O)C.O>[OH2:3].[C:6]([CH:4]([CH:2]([C:1]([OH:10])=[O:9])[OH:3])[OH:5])([OH:8])=[O:7] |f:4.5|. Procedure details: A 46.5 g-quantity of the above compound (free base) is dissolved in 200 ml of ethanol, and a solution of 15 g of L-tartaric acid in 200 ml of water is added to the ethanol solution. The resulting mixture is allowed to stand at room temperature. The crystals thus precipitated are recrystallized three times from ethanol-water (6:4) to give tartrate monohydrate as colorless prisms. The tartrate monohydrate is treated with an aqueous solution of sodium bicarbonate to give (-)-1-[5-(4-fluorophenyl)-4... The reactants are CCOC(C)=O, CCO, O=[N+]([O-])c1ccn(CCc2ccccc2)n1. Yields the product Nc1ccn(CCc2ccccc2)n1. As a reaction SMILES: [CH3:17][CH2:18][O:19][C:20](=[O:21])[CH3:22].[CH3:23][CH2:24][OH:25].[N+:1]([O-:2])(=[O:3])[c:4]1[n:5][n:6]([CH2:9][CH2:10][c:11]2[cH:12][cH:13][cH:14][cH:15][cH:16]2)[cH:7][cH:8]1>>[NH2:1][c:4]1[n:5][n:6]([CH2:9][CH2:10][c:11]2[cH:12][cH:13][cH:14][cH:15][cH:16]2)[cH:7][cH:8]1. Reactants: COC=1C=C(C=O)C=C(C1OC)OC (3,4,5-trimethoxy-benzaldehyde), C(#N)CC(=O)N (α-cyano-acetamide), N1CCCCC1 (piperidine). Solvent: N1=CC=CC=C1 (pyridine). Reaction conditions: time 2 hour. Yields the product C(#N)C(C(=O)N)=CC1=CC(=C(C(=C1)OC)OC)OC (α-cyano-3,4,5-trimethoxy-cinnamamide). The yield is 92.5%. Reaction SMILES: [CH3:1][O:2][C:3]1[CH:4]=[C:5]([CH:8]=[C:9]([O:13][CH3:14])[C:10]=1[O:11][CH3:12])[CH:6]=O.[C:15]([CH2:17][C:18]([NH2:20])=[O:19])#[N:16].N1CCCCC1>N1C=CC=CC=1>[C:15]([C:17](=[CH:6][C:5]1[CH:4]=[C:3]([O:2][CH3:1])[C:10]([O:11][CH3:12])=[C:9]([O:13][CH3:14])[CH:8]=1)[C:18]([NH2:20])=[O:19])#[N:16]. Procedure: 100 g of 3,4,5-trimethoxy-benzaldehyde and 44 g of α-cyano-acetamide were dissolved in 300 cc of dry pyridine at 50°. To this solution 10 cc of piperidine were added and the mixture was heated at 50° with stirring for 2 hours. The reaction mixture was cooled at room temperature, filtered off and the precipitate was washed on the filter with 50 cc of cold isopropanol. The product was dried at 80° to yield 123.6 g (92.5%) of α-cyano-3,4,5-trimethoxy-cinnamamide; m.p. 192°-194°. This product was us...